This data is from the Open Reaction Database (ORD), a public repository of structured organic reaction records. The task is: describe an organic reaction: reactants, conditions, products, and yield Reactants: C[Si](C)(C)N=C=O, ClCCl, NCc1ccc(N2CC(CNC(=O)c3ccc(Cl)s3)OC2=O)cc1. Yields the product NC(=O)NCc1ccc(N2CC(CNC(=O)c3ccc(Cl)s3)OC2=O)cc1. As a reaction SMILES: [CH3:1][Si:2]([CH3:3])([CH3:4])[N:5]=[C:6]=[O:7].[Cl:32][CH2:33][Cl:34].[NH2:8][CH2:9][c:10]1[cH:11][cH:12][c:13]([N:16]2[C:17](=[O:31])[O:18][CH:19]([CH2:21][NH:22][C:23](=[O:24])[c:25]3[s:26][c:27]([Cl:30])[cH:28][cH:29]3)[CH2:20]2)[cH:14][cH:15]1>>[NH2:5][C:6](=[O:7])[NH:8][CH2:9][c:10]1[cH:11][cH:12][c:13]([N:16]2[C:17](=[O:31])[O:18][CH:19]([CH2:21][NH:22][C:23](=[O:24])[c:25]3[s:26][c:27]([Cl:30])[cH:28][cH:29]3)[CH2:20]2)[cH:14][cH:15]1.